From a dataset of the Open Reaction Database (ORD), a public repository of structured organic reaction records. describe an organic reaction: reactants, conditions, products, and yield Starting materials: C1(CC1)COC=1C(=NC(=NC1)S(=O)(=O)C)C1=CN(C(C2=CC=C(C=C12)F)=O)C (4-[5-(cyclopropylmethoxy)-2-methylsulfonylpyrimidin-4-yl]-6-fluoro-2-methylisoquinolin-1-one), CS(=O)(=O)N (MeSO2NH2), ClC1=NC(=NC=C1OCC1CC1)S(=O)(=O)C (4-chloro-5-(cyclopropylmethoxy)-2-methylsulfonylpyrimidine), BrC1=CN(C(C2=CC=C(C=C12)F)=O)C (4-bromo-6-fluoro-2-methylisoquinolin-1-one), CC1(OB(OC1(C)C)B1OC(C(O1)(C)C)(C)C)C (4,4,5,5-tetramethyl-2-(tetramethyl-1,3,2-dioxaborolan-2-yl)-1,3,2-dioxaborolane), FC=1C=C2C(=CN(C(C2=CC1)=O)C)B1OC(C(O1)(C)C)(C)C (6-fluoro-2-methyl-4-(4,4,5,5-tetramethyl-1,3,2-dioxaborolan-2-yl)isoquinolin-1-one). Yields the product C1(CC1)COC=1C(=NC(=NC1)NS(=O)(=O)C)C1=CN(C(C2=CC=C(C=C12)F)=O)C (N-[5-(cyclopropylmethoxy)-4-(6-fluoro-2-methyl-1-oxoisoquinolin-4-yl)pyrimidin-2-yl]methanesulfonamide). Reaction SMILES: BrC1C2C(=CC=C(F)C=2)C(=O)N(C)C=1.CC1(C)C(C)(C)OB(B2OC(C)(C)C(C)(C)O2)O1.FC1C=C2C(=CC=1)C(=O)N(C)C=C2B1OC(C)(C)C(C)(C)O1.ClC1C(OCC2CC2)=CN=C(S(C)(=O)=O)N=1.[CH:71]1([CH2:74][O:75][C:76]2[C:77]([C:86]3[C:95]4[C:90](=[CH:91][CH:92]=[C:93]([F:96])[CH:94]=4)[C:89](=[O:97])[N:88]([CH3:98])[CH:87]=3)=[N:78][C:79](S(C)(=O)=O)=[N:80][CH:81]=2)[CH2:73][CH2:72]1.[CH3:99][S:100]([NH2:103])(=[O:102])=[O:101]>>[CH:71]1([CH2:74][O:75][C:76]2[C:77]([C:86]3[C:95]4[C:90](=[CH:91][CH:92]=[C:93]([F:96])[CH:94]=4)[C:89](=[O:97])[N:88]([CH3:98])[CH:87]=3)=[N:78][C:79]([NH:103][S:100]([CH3:99])(=[O:102])=[O:101])=[N:80][CH:81]=2)[CH2:72][CH2:73]1. Reported procedure: The title compound of Example 47, step 2 was treated with 4,4,5,5-tetramethyl-2-(tetramethyl-1,3,2-dioxaborolan-2-yl)-1,3,2-dioxaborolane in a manner similar to Example 89, step 1 and the resulting 6-fluoro-2-methyl-4-(4,4,5,5-tetramethyl-1,3,2-dioxaborolan-2-yl)isoquinolin-1-one was coupled to the title compound of Example 152, step 4 in a manner similar to Example 152, step 5 and the resulting 4-[5-(cyclopropylmethoxy)-2-methylsulfonylpyrimidin-4-yl]-6-fluoro-2-methylisoquinolin-1-one was trea... RXN SMILES: [CH3:24][N:25]([CH3:26])[CH:27]=[O:28].[Cl:13][c:14]1[c:15]([CH3:23])[cH:16][c:17]2[n:18]([n:19]1)[cH:20][cH:21][n:22]2.[H-:1].[Na+:2].[OH:3][CH2:4][C:5]([CH2:6][S:7](=[O:8])(=[O:9])[NH2:10])([CH3:11])[CH3:12]>>[O:3]([CH2:4][C:5]([CH2:6][S:7](=[O:8])(=[O:9])[NH2:10])([CH3:11])[CH3:12])[c:14]1[c:15]([CH3:23])[cH:16][c:17]2[n:18]([n:19]1)[cH:20][cH:21][n:22]2. Starting materials: CN(C)C=O, Cc1cc2nccn2nc1Cl, [H-], [Na+], CC(C)(CO)CS(N)(=O)=O. Yields the product Cc1cc2nccn2nc1OCC(C)(C)CS(N)(=O)=O.